Dataset: the Open Reaction Database (ORD), a public repository of structured organic reaction records. Task: describe an organic reaction: reactants, conditions, products, and yield Reactants: C[Al](C)C, CC(C)N, COC(=O)c1ccc(OCc2c(-c3ccccc3)noc2C(F)(F)F)nc1, C1COCCO1, O. The product is CC(C)NC(=O)c1ccc(OCc2c(-c3ccccc3)noc2C(F)(F)F)nc1. RXN SMILES: [CH3:1][Al:2]([CH3:3])[CH3:4].[CH3:5][CH:6]([CH3:7])[NH2:8].[CH3:9][O:10][C:11]([c:12]1[cH:13][n:14][c:15]([O:18][CH2:19][c:20]2[c:21](-[c:29]3[cH:30][cH:31][cH:32][cH:33][cH:34]3)[n:22][o:23][c:24]2[C:25]([F:26])([F:27])[F:28])[cH:16][cH:17]1)=[O:35].[O:37]1[CH2:38][CH2:39][O:40][CH2:41][CH2:42]1.[OH2:36]>>[CH3:5][CH:6]([CH3:7])[NH:8][C:11](=[O:10])[c:12]1[cH:13][n:14][c:15]([O:18][CH2:19][c:20]2[c:21](-[c:29]3[cH:30][cH:31][cH:32][cH:33][cH:34]3)[n:22][o:23][c:24]2[C:25]([F:26])([F:27])[F:28])[cH:16][cH:17]1. The reactants are CCOC(C)=O, O=C(NCCN1CCCC1)C(Cc1ccccc1)NC(=S)Nc1ccc(Oc2ccc(Cl)cc2)cc1, ClCCl, Cl, O=C(Nc1ccc(Oc2ccccc2)cc1)NC(Cc1ccccc1)C(=O)NCCN1CCCC1, C1COCCO1, O=C=Nc1ccc(Oc2ccccc2)cc1. Product: O=C(Nc1ccc(Oc2ccccc2)cc1)NC(CNCCN1CCCC1)Cc1ccccc1. As a reaction SMILES: [CH3:98][CH2:99][O:100][C:101]([CH3:102])=[O:103].[Cl:36][c:37]1[cH:38][cH:39][c:40]([O:41][c:42]2[cH:43][cH:44][c:45]([NH:46][C:47](=[S:48])[NH:49][CH:50]([CH2:51][c:52]3[cH:53][cH:54][cH:55][cH:56][cH:57]3)[C:58]([NH:59][CH2:60][CH2:61][N:62]3[CH2:63][CH2:64][CH2:65][CH2:66]3)=[O:67])[cH:68][cH:69]2)[cH:70][cH:71]1.[Cl:95][CH2:96][Cl:97].[ClH:72].[O:1]([c:2]1[cH:3][cH:4][cH:5][cH:6][cH:7]1)[c:8]1[cH:9][cH:10][c:11]([NH:14][C:15]([NH:16][CH:17]([C:18](=[O:19])[NH:20][CH2:21][CH2:22][N:23]2[CH2:24][CH2:25][CH2:26][CH2:27]2)[CH2:28][c:29]2[cH:30][cH:31][cH:32][cH:33][cH:34]2)=[O:35])[cH:12][cH:13]1.[O:73]1[CH2:74][CH2:75][O:76][CH2:77][CH2:78]1.[O:79]([c:80]1[cH:81][cH:82][c:83]([N:84]=[C:85]=[O:86])[cH:87][cH:88]1)[c:89]1[cH:90][cH:91][cH:92][cH:93][cH:94]1>>[O:1]([c:2]1[cH:3][cH:4][cH:5][cH:6][cH:7]1)[c:8]1[cH:9][cH:10][c:11]([NH:14][C:15]([NH:16][CH:17]([CH2:18][NH:20][CH2:21][CH2:22][N:23]2[CH2:24][CH2:25][CH2:26][CH2:27]2)[CH2:28][c:29]2[cH:30][cH:31][cH:32][cH:33][cH:34]2)=[O:35])[cH:12][cH:13]1. Procedure: A mixture of 20.0 g (62.6 mmol) of 6,7-dibromo-2,3-dihydrobenzo[1,4]dioxine, 8.50 g (93.9 mmol) CuCN and 13.0 (93.9 mmol) K2CO3 in 300 mL DMF is stirred at 150° C. for 6 d. The reaction is quenched by the addition of water and extracted with EtOAc. The org. layers are combined and washed with water (3×) and sat. aq. NaCl solution. After drying over Na2SO4, the mixture is filtered and the solvent is removed in vacuo. The resulting residue is purified by column chromatography (silica gel, PE/EtOAc... Product: BrC=1C(=CC2=C(OCCO2)C1)C#N (7-Bromo-2,3-dihydrobenzo[1.4]-dioxine-6-carbonitrile). RXN SMILES: Br[C:2]1[C:11]([Br:12])=[CH:10][C:5]2[O:6][CH2:7][CH2:8][O:9][C:4]=2[CH:3]=1.[C:13]([Cu])#[N:14].C([O-])([O-])=O.[K+].[K+]>CN(C=O)C>[Br:12][C:11]1[C:2]([C:13]#[N:14])=[CH:3][C:4]2[O:9][CH2:8][CH2:7][O:6][C:5]=2[CH:10]=1 |f:2.3.4|. Starting materials: BrC1=CC2=C(OCCO2)C=C1Br (6,7-dibromo-2,3-dihydrobenzo[1,4]dioxine), C(#N)[Cu] (CuCN), 13.0, C(=O)([O-])[O-].[K+].[K+] (K2CO3). Run in CN(C)C=O (DMF). Run at temperature 150 celsius, time 6 day. Starting materials: C(C)(C)(C)C=1N=C(C=2C(N1)=NN(N2)CC)N2CC(CC2)(F)F (5-tert-Butyl-7-(3,3-difluoro-pyrrolidin-1-yl)-2-ethyl-2H-[1,2,3]triazolo[4,5-d]pyrimidine), C(C)(C)(C)NC=1N=C(C2=C(N1)NN=N2)N2C[C@H](CC2)O ((S)-1-(5-tert-Butylamino-3H-[1,2,3]triazolo[4,5-d]pyrimidin-7-yl)-pyrrolidin-3-ol), ClCC1=NN=NN1C (5-(chloromethyl)-1-methyl-1H-tetrazole). The product is C(C)(C)(C)NC=1N=C(C=2C(N1)=NN(N2)CC2=NN=NN2C)N2C[C@H](CC2)O ((S)-1-[5-tert-Butylamino-2-(1-methyl-1H-tetrazol-5-ylmethyl)-2H-[1,2,3]triazolo[4,5-d]pyrimidin-7-yl]-pyrrolidin-3-ol). As a reaction SMILES: C([C:5]1N=C(N2CCC(F)(F)C2)[C:8]2[C:9](=[N:11][N:12](CC)[N:13]=2)[N:10]=1)(C)(C)C.[C:23]([NH:27][C:28]1[N:29]=[C:30]([N:37]2[CH2:41][CH2:40][C@H:39]([OH:42])[CH2:38]2)[C:31]2[N:36]=[N:35][NH:34][C:32]=2[N:33]=1)([CH3:26])([CH3:25])[CH3:24].ClCC1N(C)N=NN=1>>[C:23]([NH:27][C:28]1[N:29]=[C:30]([N:37]2[CH2:41][CH2:40][C@H:39]([OH:42])[CH2:38]2)[C:31]2[C:32](=[N:34][N:35]([CH2:8][C:9]3[N:10]([CH3:5])[N:13]=[N:12][N:11]=3)[N:36]=2)[N:33]=1)([CH3:26])([CH3:24])[CH3:25]. Procedure details: In analogy to the procedure described for the synthesis of 5-tert-butyl-7-(3,3-difluoro-pyrrolidin-1-yl)-2-ethyl-2H-[1,2,3]triazolo[4,5-d]pyrimidine (example 3, step b), the title compound was prepared from (S)-1-(5-tert-Butylamino-3H-[1,2,3]triazolo[4,5-d]pyrimidin-7-yl)-pyrrolidin-3-ol and 5-(chloromethyl)-1-methyl-1H-tetrazole. MS (m/e): 374.3 (MH+). Starting materials: resultant mixture, NC1[C@@H]2N(C(=C(CS2)S\C=C/C=2C=NC=CC2)C(=O)OC(C2=CC=CC=C2)C2=CC=CC=C2)C1=O (benzhydryl 7-amino-3-[(Z)-2-(3-pyridyl)vinylthio]-3-cephem-4-carboxylate), C(C1=CC=CC=C1)(C1=CC=CC=C1)(C1=CC=CC=C1)NC=1SC=C(N1)C(C(=O)O)CO (2-(2-tritylaminothiazol-4-yl)-3-hydroxypropionic acid), C1(CCCCC1)N=C=NC1CCCCC1 (N,N'-dicyclohexylcarbodiimide). Run in O1CCCC1 (tetrahydrofuran). Reaction conditions: time 2 hour. Yields the product C(C1=CC=CC=C1)(C1=CC=CC=C1)(C1=CC=CC=C1)NC=1SC=C(N1)C(C(=O)NC1[C@@H]2N(C(=C(CS2)S\C=C/C=2C=NC=CC2)C(=O)OC(C2=CC=CC=C2)C2=CC=CC=C2)C1=O)CO (benzhydryl 7-[2-(2-tritylaminothiazol-4-yl)-3-hydroxypropionamido]-3-[(Z)-2-(3-pyridyl)vinylthio]-3-cephem-4-carboxylate). The yield is 40.2%. RXN SMILES: [NH2:1][CH:2]1[C:34](=[O:35])[N:4]2[C:5]([C:18]([O:20][CH:21]([C:28]3[CH:33]=[CH:32][CH:31]=[CH:30][CH:29]=3)[C:22]3[CH:27]=[CH:26][CH:25]=[CH:24][CH:23]=3)=[O:19])=[C:6]([S:9]/[CH:10]=[CH:11]\[C:12]3[CH:13]=[N:14][CH:15]=[CH:16][CH:17]=3)[CH2:7][S:8][C@H:3]12.[C:36]([NH:55][C:56]1[S:57][CH:58]=[C:59]([CH:61]([CH2:65][OH:66])[C:62](O)=[O:63])[N:60]=1)([C:49]1[CH:54]=[CH:53][CH:52]=[CH:51][CH:50]=1)([C:43]1[CH:48]=[CH:47][CH:46]=[CH:45][CH:44]=1)[C:37]1[CH:42]=[CH:41][CH:40]=[CH:39][CH:38]=1.C1(N=C=NC2CCCCC2)CCCCC1>O1CCCC1>[C:36]([NH:55][C:56]1[S:57][CH:58]=[C:59]([CH:61]([CH2:65][OH:66])[C:62]([NH:1][CH:2]2[C:34](=[O:35])[N:4]3[C:5]([C:18]([O:20][CH:21]([C:28]4[CH:33]=[CH:32][CH:31]=[CH:30][CH:29]=4)[C:22]4[CH:27]=[CH:26][CH:25]=[CH:24][CH:23]=4)=[O:19])=[C:6]([S:9]/[CH:10]=[CH:11]\[C:12]4[CH:13]=[N:14][CH:15]=[CH:16][CH:17]=4)[CH2:7][S:8][C@H:3]23)=[O:63])[N:60]=1)([C:49]1[CH:54]=[CH:53][CH:52]=[CH:51][CH:50]=1)([C:43]1[CH:44]=[CH:45][CH:46]=[CH:47][CH:48]=1)[C:37]1[CH:42]=[CH:41][CH:40]=[CH:39][CH:38]=1. Procedure: To a solution of benzhydryl 7-amino-3-[(Z)-2-(3-pyridyl)vinylthio]-3-cephem-4-carboxylate (1.50 g) and 2-(2-tritylaminothiazol-4-yl)-3-hydroxypropionic acid (1.42 g) in tetrahydrofuran was added N,N'-dicyclohexylcarbodiimide (925 mg) under ice-cooling. The resultant mixture was stirred for 1 hour at the same temperature and stirred for 2 hours at ambient temperature. The resultant precipitate was filtered off. To the filtrate was added ethyl acetate (100 ml) and the organic layer was separated, ...